This data is from the Open Reaction Database (ORD), a public repository of structured organic reaction records. The task is: describe an organic reaction: reactants, conditions, products, and yield Reactants: [Cl-] (chloride), C1([N+](=O)[O-])=CC([N+](=O)[O-])=CC([N+](=O)[O-])=C1[O-].N1C=CC2=CC(=CC=C12)[N+](C)(C)C (5-indolyltrimethylammonium picrate), CO (methanol). Run in C(C)(C)O (isopropanol), CC(=O)C (acetone). Reaction conditions: time 17 hour. Yields the product [Cl-].N1C=CC2=CC(=CC=C12)[N+](C)(C)C (5-indolyltrimethylammonium chloride). Isolated yield 57.0%. As a reaction SMILES: [Cl-:1].C1(C([O-])=C([N+]([O-])=O)C=C([N+]([O-])=O)C=1)[N+]([O-])=O.[NH:18]1[C:26]2[C:21](=[CH:22][C:23]([N+:27]([CH3:30])([CH3:29])[CH3:28])=[CH:24][CH:25]=2)[CH:20]=[CH:19]1.CO>C(O)(C)C.CC(C)=O>[Cl-:1].[NH:18]1[C:26]2[C:21](=[CH:22][C:23]([N+:27]([CH3:30])([CH3:29])[CH3:28])=[CH:24][CH:25]=2)[CH:20]=[CH:19]1 |f:1.2,6.7|. Procedure: a mixture of 300 g of a Dowex 2 resin (chloride), 46 g of 5-indolyltrimethylammonium picrate and 1200 mL of 83% methanol is stirred for 17 hours at ambient temperature. The resin is eliminated by filtration and washed with 100 mL of methanol. The filtrate is evaporated under vacuum in order to produce a syrupy residue which is dissolved in 120 mL of warm isopropanol and diluted in 800 mL of acetone. The residue which precipitates is eliminated by decantation and the supernatant is diluted in ano... Reactants: C=1C=CC2=C(C1)N=NN2O (HOBT), N (NH3), NC1=NC=C(C(=N1)C1=CC(=C(N1COCC[Si](C)(C)C)C1=C(C=CC(=C1)Cl)C)C(=O)O)C#C (5-(2-amino-5-ethynylpyrimidin-4-yl)-2-(5-chloro-2-methylphenyl)-1-{[2-(trimethylsilyl)ethoxy]methyl}-1H-pyrrole-3-carboxylic acid), CCN(C(C)C)C(C)C (DIPEA), CCN=C=NCCCN(C)C.Cl (EDCl). Run in C1CCOC1 (THF). Reaction conditions: time 8 hour. Product: NC1=NC=C(C(=N1)C1=CC(=C(N1COCC[Si](C)(C)C)C1=C(C=CC(=C1)Cl)C)C(=O)N)C#C (5-(2-Amino-5-ethynylpyrimidin-4-yl)-2-(5-chloro-2-methylphenyl)-1-{[2-(trimethylsilyl)ethoxy]methyl}-1H-pyrrole-3-carboxamide). Yield: 99.0%. As a reaction SMILES: [NH2:1][C:2]1[N:7]=[C:6]([C:8]2[N:12]([CH2:13][O:14][CH2:15][CH2:16][Si:17]([CH3:20])([CH3:19])[CH3:18])[C:11]([C:21]3[CH:26]=[C:25]([Cl:27])[CH:24]=[CH:23][C:22]=3[CH3:28])=[C:10]([C:29](O)=[O:30])[CH:9]=2)[C:5]([C:32]#[CH:33])=[CH:4][N:3]=1.CC[N:36](C(C)C)C(C)C.CCN=C=NCCCN(C)C.Cl.C1C=CC2N(O)N=NC=2C=1.N>C1COCC1>[NH2:1][C:2]1[N:7]=[C:6]([C:8]2[N:12]([CH2:13][O:14][CH2:15][CH2:16][Si:17]([CH3:18])([CH3:20])[CH3:19])[C:11]([C:21]3[CH:26]=[C:25]([Cl:27])[CH:24]=[CH:23][C:22]=3[CH3:28])=[C:10]([C:29]([NH2:36])=[O:30])[CH:9]=2)[C:5]([C:32]#[CH:33])=[CH:4][N:3]=1 |f:2.3|. Procedure: A solution of 5-(2-amino-5-ethynylpyrimidin-4-yl)-2-(5-chloro-2-methylphenyl)-1-{[2-(trimethylsilyl)ethoxy]methyl}-1H-pyrrole-3-carboxylic acid (338 mg, 0.7 mmol) in dry THF (5 mL) and DIPEA (0.48 mL, 2.8 mmol) was stirred at 0° C. EDCl (268 mg, 1.4 mmol), HOBT.NH3 (213 mg, 1.4 mmol) were added and the reaction mixture was stirred at room temperature overnight. The solvent was evaporated, the residue taken-up in saturated solution of NaHCO3 and extracted with EtOAc. The combined organic layers w... The reactants are [C-]#N.[K+] (KCN), CN(C)CC1=CNC2=CC(=CC=C12)F (3-(N,N-dimethylaminomethyl)-6-fluoroindole), CN(C)C=O (DMF). Run in O (water), C1(=CC=CC=C1)C (toluene), O (water). Reaction conditions: time 10 minute. Product: FC1=CC=C2C(=CNC2=C1)CC#N (2-(6-fluoro-1H-indol-3-yl)acetonitrile). As a reaction SMILES: [C-]#N.[K+].CN([CH2:7][C:8]1[C:16]2[C:11](=[CH:12][C:13]([F:17])=[CH:14][CH:15]=2)[NH:10][CH:9]=1)C.[CH3:18][N:19](C=O)C>O.C1(C)C=CC=CC=1>[F:17][C:13]1[CH:12]=[C:11]2[C:16]([C:8]([CH2:7][C:18]#[N:19])=[CH:9][NH:10]2)=[CH:15][CH:14]=1 |f:0.1|. Procedure: Combine KCN (50.8 g, 0.78 mol), 3-(N,N-dimethylaminomethyl)-6-fluoroindole (100 g, 0.52 mol), DMF (400 mL) and water (200 mL). Heat to reflux. Evolution of gas begins at about 70° C. Maintain the reflux for 4 hours. Cool the reaction mixture to room temperature, dilute with water and toluene and stir for 10 minutes. Decant the organic layer and wash successively with of saturated aqueous sodium bicarbonate and of 2M aqueous hydrochloric acid. Concentrate to dryness the organic layer to give 2-(6...